Task: describe an organic reaction: reactants, conditions, products, and yield. Dataset: the Open Reaction Database (ORD), a public repository of structured organic reaction records Reactants: O1C(C1)C1=NOC(=C1)C1=CC=CC=C1 (3-(1,2-epoxyethyl)-5-phenylisoxazole), OC1CCNCC1 (4-hydroxypiperidine). Run at temperature 80 celsius, time 0.5 hour. Product: OC(CN1CCC(CC1)O)C1=NOC(=C1)C1=CC=CC=C1 (3-[1-hydroxy-2-(4-hydroxypiperidino ) ethyl]-5-phenylisoxazole). Isolated yield 50.4%. As a reaction SMILES: [O:1]1[CH2:3][CH:2]1[C:4]1[CH:8]=[C:7]([C:9]2[CH:14]=[CH:13][CH:12]=[CH:11][CH:10]=2)[O:6][N:5]=1.[OH:15][CH:16]1[CH2:21][CH2:20][NH:19][CH2:18][CH2:17]1>>[OH:1][CH:2]([C:4]1[CH:8]=[C:7]([C:9]2[CH:14]=[CH:13][CH:12]=[CH:11][CH:10]=2)[O:6][N:5]=1)[CH2:3][N:19]1[CH2:20][CH2:21][CH:16]([OH:15])[CH2:17][CH2:18]1. Procedure: A mixture of 3-(1,2-epoxyethyl)-5-phenylisoxazole (580 mg) and 4-hydroxypiperidine (625 mg) is stirred for 0.5 hour at 80°C and then the mixture is subjected to a column chromatography using silica gel to give 3-[1-hydroxy-2-(4-hydroxypiperidino ) ethyl]-5-phenylisoxazole (450 mg). Recrystallization from ethyl acetate-hexane gives colorless prisms (259 mg). M. p. 117-119°C.